This data is from the Open Reaction Database (ORD), a public repository of structured organic reaction records. The task is: describe an organic reaction: reactants, conditions, products, and yield Product: CC(OCC(=O)OC(C)(C)C)C1=CCC2C3=CC=C4CC(O[Si](C)(C)C(C)(C)C)CC(O[Si](C)(C)C(C)(C)C)C4(C)C3CCC12C. Reactants: CC(C)(C)OC(=O)CBr, CC(O)C1=CCC2C3=CC=C4CC(O[Si](C)(C)C(C)(C)C)CC(O[Si](C)(C)C(C)(C)C)C4(C)C3CCC12C, C1COCCOCCOCCOCCO1, [H-], [Na+], C1CCOC1. RXN SMILES: [Br:56][CH2:57][C:58](=[O:59])[O:60][C:61]([CH3:62])([CH3:63])[CH3:64].[C:1]([CH3:2])([CH3:3])([CH3:4])[Si:5]([O:6][CH:7]1[CH2:8][CH:9]([O:29][Si:30]([CH3:31])([CH3:32])[C:33]([CH3:34])([CH3:35])[CH3:36])[CH2:10][C:11]2=[CH:12][CH:13]=[C:14]3[CH:15]4[CH2:16][CH:17]=[C:18]([CH:19]([CH3:20])[OH:21])[C:22]4([CH3:28])[CH2:23][CH2:24][CH:25]3[C:26]12[CH3:27])([CH3:37])[CH3:38].[CH2:41]1[O:42][CH2:43][CH2:44][O:45][CH2:46][CH2:47][O:48][CH2:49][CH2:50][O:51][CH2:52][CH2:53][O:54][CH2:55]1.[H-:39].[Na+:40].[O:65]1[CH2:66][CH2:67][CH2:68][CH2:69]1>>[C:1]([CH3:2])([CH3:3])([CH3:4])[Si:5]([O:6][CH:7]1[CH2:8][CH:9]([O:29][Si:30]([CH3:31])([CH3:32])[C:33]([CH3:34])([CH3:35])[CH3:36])[CH2:10][C:11]2=[CH:12][CH:13]=[C:14]3[CH:15]4[CH2:16][CH:17]=[C:18]([CH:19]([CH3:20])[O:21][CH2:57][C:58](=[O:59])[O:60][C:61]([CH3:62])([CH3:63])[CH3:64])[C:22]4([CH3:28])[CH2:23][CH2:24][CH:25]3[C:26]12[CH3:27])([CH3:37])[CH3:38]. The reactants are O=C1CCC(=O)N1Br, O=C([O-])O, CN(C)C=O, CCOC(=O)c1ccc(Nc2ccccc2N)cc1F, [Na+], [Na+], [Na+], O=S([O-])([O-])=S. The product is CCOC(=O)c1ccc(Nc2cc(Br)ccc2N)cc1F. RXN SMILES: [Br:21][N:22]1[C:23](=[O:24])[CH2:25][CH2:26][C:27]1=[O:28].[C:36](=[O:37])([OH:38])[O-:39].[CH3:41][N:42]([CH3:43])[CH:44]=[O:45].[NH2:1][c:2]1[c:3]([NH:8][c:9]2[cH:10][c:11]([F:20])[c:12]([C:13](=[O:14])[O:15][CH2:16][CH3:17])[cH:18][cH:19]2)[cH:4][cH:5][cH:6][cH:7]1.[Na+:34].[Na+:35].[Na+:40].[S:29]([O-:30])([O-:31])(=[O:32])=[S:33]>>[NH2:1][c:2]1[c:3]([NH:8][c:9]2[cH:10][c:11]([F:20])[c:12]([C:13](=[O:14])[O:15][CH2:16][CH3:17])[cH:18][cH:19]2)[cH:4][c:5]([Br:21])[cH:6][cH:7]1. The product is COC1=CC=C(CNC2=NC(=CC(=C2)C(F)(F)F)C2=CC=C(C=C2)C(F)(F)F)C=C1 ((4-Methoxy-benzyl)-[4-trifluoromethyl-6-(4-trifluoromethyl-phenyl)-pyridin-2-yl]-amine). As a reaction SMILES: Br[C:2]1[CH:7]=[C:6]([C:8]([F:11])([F:10])[F:9])[CH:5]=[C:4]([C:12]2[CH:17]=[CH:16][C:15]([C:18]([F:21])([F:20])[F:19])=[CH:14][CH:13]=2)[N:3]=1.[CH3:22][O:23][C:24]1[CH:31]=[CH:30][C:27]([CH2:28][NH2:29])=[CH:26][CH:25]=1>C(O)CCC>[CH3:22][O:23][C:24]1[CH:31]=[CH:30][C:27]([CH2:28][NH:29][C:2]2[CH:7]=[C:6]([C:8]([F:11])([F:10])[F:9])[CH:5]=[C:4]([C:12]3[CH:17]=[CH:16][C:15]([C:18]([F:21])([F:20])[F:19])=[CH:14][CH:13]=3)[N:3]=2)=[CH:26][CH:25]=1. Reported procedure: A mixture of 2-bromo-4-trifluoromethyl-6-(4-trifluoromethyl-phenyl)-pyridine (5.55 g, 15 mmol) and 4-methoxybenzylamine (5.9 mL, 45 mmol) in n-butanol (15 mL) was refluxed for 2 days. Evaporated to dryness, diluted with EtOAc, washed with 5% citric acid, sat. NaHCO3-sol. and brine, dried over Na2SO4. Removal of the solvent in vacuum left the title compound as an orange oil (6.409 g, 100%). MS (ISP) 427.3 [(M+H)+]. Starting materials: BrC1=NC(=CC(=C1)C(F)(F)F)C1=CC=C(C=C1)C(F)(F)F (2-bromo-4-trifluoromethyl-6-(4-trifluoromethyl-phenyl)-pyridine), COC1=CC=C(CN)C=C1 (4-methoxybenzylamine). The solvent is C(CCC)O (n-butanol). Reactants: BrC1=CC=C(C=C1)C1=CC=C(C=C1)O (4-(4-bromophenyl)phenol), [OH-].[Na+] (NaOH), C(CCCC)Br (n-pentyl bromide). The solvent is CS(=O)C (dimethylsulfoxide). Reaction conditions: temperature 70 celsius. Yields the product C(CCCC)OC1=CC=C(C=C1)C1=CC=C(C=C1)Br (4-(4-n-pentoxyphenyl)-bromobenzene). Isolated yield 94.9%. As a reaction SMILES: [Br:1][C:2]1[CH:7]=[CH:6][C:5]([C:8]2[CH:13]=[CH:12][C:11]([OH:14])=[CH:10][CH:9]=2)=[CH:4][CH:3]=1.[OH-].[Na+].[CH2:17](Br)[CH2:18][CH2:19][CH2:20][CH3:21]>CS(C)=O>[CH2:17]([O:14][C:11]1[CH:12]=[CH:13][C:8]([C:5]2[CH:4]=[CH:3][C:2]([Br:1])=[CH:7][CH:6]=2)=[CH:9][CH:10]=1)[CH2:18][CH2:19][CH2:20][CH3:21] |f:1.2|. Procedure details: To a stirred solution of 4-(4-bromophenyl)phenol (25.5 g, 0.102 mol) in 400 mL of dimethylsulfoxide was added 2.5N NaOH (40.9 ml, 0.102 mol) followed by n-pentyl bromide (12.7 mL, 0.102 mol). The resulting mixture was heated at 70° C. for a period of 18 h. After cooling, the solution was partitioned between ethyl acetate (1000 ml) and water (500 ml). The organic phase was washed with water (3×) and brine and dried with magnesium sulfate. The solvent was removed in vacuo to give 30.9 g of 4-(4-n-... Starting materials: N1C(=O)NC(=O)C=C1 (uracil), ICl (iodine monochloride). The solvent is CO (methanol). Conditions: time 3 hour. The product is IC=1C(NC(NC1)=O)=O (5-iodo uracil). The yield is 80.4%. RXN SMILES: [NH:1]1[CH:8]=[CH:7][C:5](=[O:6])[NH:4][C:2]1=[O:3].[I:9]Cl>CO>[I:9][C:7]1[C:5](=[O:6])[NH:4][C:2](=[O:3])[NH:1][CH:8]=1. Procedure details: A mixture of uracil (28.6 mmol, 3.2 g) and iodine monochloride (49.2 mmol, 7.988 g) in methanol (120 mL) was refluxed for 40 hr. The solvent was removed under vacuum and the residue was crystallized from ethanol:water (1:1, 150 mL) and stored in the refrigerator for 3 h. The resulting needles were collected by filtration and were washed with ethanol:water (1:1 mixture, 50 mL), water (30 mL), hexane (30 mL) and then dried in air to obtain 5.47 g (80%) of 5-iodo uracil as a white needles (mp 278-2... Starting materials: [OH-].[K+] (potassium hydroxide), C(CBr)Br (1,2-dibromomethane), C(C1=CC=CC=C1)N1C(CC(CC1)=O)=O (1-Benzyl-2,4-dioxopiperidine), C(=S)=S (carbon disulfide). Solvent: O (water), CS(=O)C (dimethylsulfoxide), CS(=O)C (dimethylsulfoxide). Conditions: time 30 minute. The product is C(C1=CC=CC=C1)N1C(C(C(CC1)=O)=C1SCCS1)=O (1-benzyl-3-(1,3-dithiolan-2-ylidene)-2,4-dioxopiperidine). Isolated yield 35.5%. As a reaction SMILES: [CH2:1]([N:8]1[CH2:13][CH2:12][C:11](=[O:14])[CH2:10][C:9]1=[O:15])[C:2]1[CH:7]=[CH:6][CH:5]=[CH:4][CH:3]=1.[C:16](=[S:18])=[S:17].[OH-].[K+].[CH2:21](Br)[CH2:22]Br>CS(C)=O.O>[CH2:1]([N:8]1[CH2:13][CH2:12][C:11](=[O:14])[C:10](=[C:16]2[S:18][CH2:22][CH2:21][S:17]2)[C:9]1=[O:15])[C:2]1[CH:3]=[CH:4][CH:5]=[CH:6][CH:7]=1 |f:2.3|. Reported procedure: 1-Benzyl-2,4-dioxopiperidine (2.03 g) and carbon disulfide (760 mg) are dissolved in dimethylsulfoxide (20 ml), and thereto is added dropwise a solution of potassium hydroxide (1.1 g) in water (3 ml) at room temperature. The mixture is stirred for 30 minutes and thereto is added dropwise a solution of 1,2-dibromomethane (1.87 g) in dimethylsulfoxide (3 ml). The mixture is stirred at room temperature for 2 hours and further at 60° C. for 1 hour. The reaction mixture is poured onto water and extra... Reaction conditions: temperature 60 celsius. As a reaction SMILES: [H-].[Na+].[Br:3][C:4]1[CH:9]=[CH:8][C:7]([N+:10]([O-:12])=[O:11])=[CH:6][C:5]=1[NH:13][C:14](=[O:16])[CH3:15].Cl[CH2:18][C:19]([CH3:21])=[CH2:20]>CN(C)C=O.O>[Br:3][C:4]1[CH:9]=[CH:8][C:7]([N+:10]([O-:12])=[O:11])=[CH:6][C:5]=1[N:13]([CH2:20][C:19]([CH3:21])=[CH2:18])[C:14](=[O:16])[CH3:15] |f:0.1|. Product: BrC1=C(C=C(C=C1)[N+](=O)[O-])N(C(C)=O)CC(=C)C (N-(2-bromo-5-nitrophenyl)-N-(2-methylprop-2-en-1-yl)acetamide). The solvent is CN(C=O)C (dimethylformamide), CN(C=O)C (dimethylformamide), O (water). Reported procedure: To a suspension of 1.34 g of sodium hydride in 10 mL of dimethylformamide under argon is added dropwise, at 0° C., a solution of 5.8 g of N-(2-bromo-5-nitrophenyl)acetamide obtained in stage c) below in 90 mL of dimethylformamide and the reaction medium is stirred at this temperature for 1 hour. 3.3 mL of 3-chloro-2-methylprop-1-ene are then added and the mixture is then heated at 60° C. for 2 hours. After cooling to room temperature, the mixture is diluted with one litre of water and extracted ... Reactants: ClCC(=C)C (3-chloro-2-methylprop-1-ene), BrC1=C(C=C(C=C1)[N+](=O)[O-])NC(C)=O (N-(2-bromo-5-nitrophenyl)acetamide), [H-].[Na+] (sodium hydride). As a reaction SMILES: [CH2:35]([SiH:36]([CH2:37][CH3:38])[CH2:39][CH3:40])[CH3:41].[CH3:1][O:2][c:3]1[cH:4][c:5]([O:20][CH3:21])[cH:22][c:23]([O:24][CH3:25])[c:26]1[CH2:27][S:6][c:7]1[c:8](-[c:13]2[cH:14][c:15]([OH:19])[cH:16][cH:17][cH:18]2)[cH:9][cH:10][cH:11][cH:12]1.[Cl:42][CH2:43][Cl:44].[F:28][C:29]([F:30])([F:31])[C:32]([OH:33])=[O:34].[OH2:45]>>[SH:6][c:7]1[c:8](-[c:13]2[cH:14][c:15]([OH:19])[cH:16][cH:17][cH:18]2)[cH:9][cH:10][cH:11][cH:12]1. Product: Oc1cccc(-c2ccccc2S)c1. Starting materials: CC[SiH](CC)CC, COc1cc(OC)c(CSc2ccccc2-c2cccc(O)c2)c(OC)c1, ClCCl, O=C(O)C(F)(F)F, O. Starting materials: ClC1=NC2=CC(=CC(=C2C(=C1C)Cl)F)F (2,4-dichloro-5,7-difluoro-3-methylquinoline), CN1CCNCC1 (1-methylpiperazine). Solvent: CCOC(=O)C (EtOAc), C(C)(C)O (isopropanol). Reaction conditions: temperature 100 celsius. The product is ClC1=C(C(=NC2=CC(=CC(=C12)F)F)N1CCN(CC1)C)C (4-chloro-5,7-difluoro-3-methyl-2-(4-methylpiperazin-1-yl)quinoline). RXN SMILES: Cl[C:2]1[C:11]([CH3:12])=[C:10]([Cl:13])[C:9]2[C:4](=[CH:5][C:6]([F:15])=[CH:7][C:8]=2[F:14])[N:3]=1.[CH3:16][N:17]1[CH2:22][CH2:21][NH:20][CH2:19][CH2:18]1>C(O)(C)C.CCOC(C)=O>[Cl:13][C:10]1[C:9]2[C:4](=[CH:5][C:6]([F:15])=[CH:7][C:8]=2[F:14])[N:3]=[C:2]([N:20]2[CH2:21][CH2:22][N:17]([CH3:16])[CH2:18][CH2:19]2)[C:11]=1[CH3:12]. Reported procedure: The 2,4-dichloro-5,7-difluoro-3-methylquinoline (300 mg, 1.20 mmol) and 1-methylpiperazine (140 μL, 1.20 mmol) were slurried in isopropanol (2.4 mL) and heated in a microwave reactor at 100° C. for 6 h. The reaction was cooled to rt and the resulting plug was slurried in EtOAc and filtered to give 4-chloro-5,7-difluoro-3-methyl-2-(4-methylpiperazin-1-yl)quinoline. Mass Spectrum (ESI) m/e=312.1 (M+1). The reactants are [H-].[Na+] (NaH), C(C)OC(C(CC=1C=NC(=CC1)NC(=O)OC(C)(C)C)P(=O)(OCC)OCC)=O (3-(6-tert-butoxycarbonylamino-pyridin-3-yl)-2-(diethoxy-phosphoryl)-propionic acid ethyl ester), C(CC)=O (Propionaldehyde), C(CC)=O (propionaldehyde). The solvent is C1CCOC1 (THF), C1CCOC1 (THF). Conditions: temperature 0 celsius, time 1 hour. Product: C(C)OC(C(=CCC)CC=1C=NC(=CC1)NC(=O)OC(C)(C)C)=O (2-(6tert-butoxycarbonylamino-pyridin-3-ylmethyl)-pent-2-enoic acid ethyl ester). As a reaction SMILES: [H-].[Na+].[CH2:3]([O:5][C:6](=[O:31])[CH:7](P(OCC)(OCC)=O)[CH2:8][C:9]1[CH:10]=[N:11][C:12]([NH:15][C:16]([O:18][C:19]([CH3:22])([CH3:21])[CH3:20])=[O:17])=[CH:13][CH:14]=1)[CH3:4].[CH:32](=O)[CH2:33][CH3:34]>C1COCC1>[CH2:3]([O:5][C:6](=[O:31])[C:7]([CH2:8][C:9]1[CH:10]=[N:11][C:12]([NH:15][C:16]([O:18][C:19]([CH3:20])([CH3:21])[CH3:22])=[O:17])=[CH:13][CH:14]=1)=[CH:32][CH2:33][CH3:34])[CH3:4] |f:0.1|. Reported procedure: To a solution of NaH (290.5 mg, 60% in mineral oil, 7.5 mmol) in THF (25 mL) at 0° C. was added a solution of 3-(6-tert-butoxycarbonylamino-pyridin-3-yl)-2-(diethoxy-phosphoryl)-propionic acid ethyl ester (2.5 g, 5.81 mmol) in THF (30 mL). The reaction mixture was allowed to stir at 0° C. for 1 h. To the reaction was added propionaldehyde (725 mg, 12.5 mmol) dropwise at 0° C. The reaction mixture was allowed to stir at room temperature for 16 h. Propionaldehyde (2.5 g) was added and the mixture ...